Task: describe an organic reaction: reactants, conditions, products, and yield. Dataset: the Open Reaction Database (ORD), a public repository of structured organic reaction records Reactants: C=CC(=O)Cl, C=CCNc1ccc(OC)cc1, ClCCl, [K+], [K+], O=C([O-])[O-]. Product: C=CCN(C(=O)C=C)c1ccc(OC)cc1. RXN SMILES: [C:19]([CH:20]=[CH2:21])(=[O:22])[Cl:23].[CH2:1]([CH:2]=[CH2:3])[NH:4][c:5]1[cH:6][cH:7][c:8]([O:11][CH3:12])[cH:9][cH:10]1.[CH2:24]([Cl:25])[Cl:26].[K+:13].[K+:14].[O-:15][C:16]([O-:17])=[O:18]>>[CH2:1]([CH:2]=[CH2:3])[N:4]([c:5]1[cH:6][cH:7][c:8]([O:11][CH3:12])[cH:9][cH:10]1)[C:19]([CH:20]=[CH2:21])=[O:22]. As a reaction SMILES: [CH3:34][N:35]([CH3:36])[CH:37]=[O:38].[Cl:1][CH2:2][CH2:3][CH2:4][CH2:5][C:6](=[O:7])[NH:8][CH:9]1[CH2:10][CH2:11][CH:12]([NH:15][C:16]([c:17]2[c:18]([O:24][c:25]3[cH:26][c:27]([S:31][CH3:32])[cH:28][cH:29][cH:30]3)[n:19][cH:20][c:21]([F:23])[cH:22]2)=[O:33])[CH2:13][CH2:14]1>>[CH2:2]1[CH2:3][CH2:4][CH2:5][C:6](=[O:7])[N:8]1[CH:9]1[CH2:10][CH2:11][CH:12]([NH:15][C:16]([c:17]2[c:18]([O:24][c:25]3[cH:26][c:27]([S:31][CH3:32])[cH:28][cH:29][cH:30]3)[n:19][cH:20][c:21]([F:23])[cH:22]2)=[O:33])[CH2:13][CH2:14]1. The reactants are CN(C)C=O, CSc1cccc(Oc2ncc(F)cc2C(=O)NC2CCC(NC(=O)CCCCCl)CC2)c1. Product: CSc1cccc(Oc2ncc(F)cc2C(=O)NC2CCC(N3CCCCC3=O)CC2)c1. Starting materials: BrCCBr (1,2-dibromoethane), C(C)(C)(C)OC(=O)N1CCC(CC1)I (N-t-butoxycarbonyl-4-iodo-piperidine), organozinc, BrC1=NC=CC=N1 (2-bromopyrimidine), Cl[Si](C)(C)C (chlorotrimethylsilane). The reagents and catalysts are C1=CC=C(C=C1)/C=C/C(=O)/C=C/C2=CC=CC=C2.C1=CC=C(C=C1)/C=C/C(=O)/C=C/C2=CC=CC=C2.C1=CC=C(C=C1)/C=C/C(=O)/C=C/C2=CC=CC=C2.C(Cl)(Cl)Cl.[Pd].[Pd] (Tris(dibenzylideneacetone)-dipalladium(0) chloroform adduct), O1C(=CC=C1)P(C=1OC=CC1)C=1OC=CC1 (tri-2-furylphosphine), [Zn] (zinc). Run in C1CCOC1 (THF), C1CCOC1 (THF), CN(C(C)=O)C (N,N-dimethylacetamide), C1CCOC1 (THF). Yields the product N1=C(N=CC=C1)C1CCNCC1 (4-(2-pyrimidyl)-piperidine). Yield: 104.7%. RXN SMILES: BrCCBr.Cl[Si](C)(C)C.C(OC([N:17]1[CH2:22][CH2:21][CH:20](I)[CH2:19][CH2:18]1)=O)(C)(C)C.Br[C:25]1[N:30]=[CH:29][CH:28]=[CH:27][N:26]=1>C1COCC1.CN(C)C(=O)C.[Zn].C1C=CC(/C=C/C(/C=C/C2C=CC=CC=2)=O)=CC=1.C1C=CC(/C=C/C(/C=C/C2C=CC=CC=2)=O)=CC=1.C1C=CC(/C=C/C(/C=C/C2C=CC=CC=2)=O)=CC=1.C(Cl)(Cl)Cl.[Pd].[Pd].O1C=CC=C1P(C1OC=CC=1)C1OC=CC=1>[N:26]1[CH:27]=[CH:28][CH:29]=[N:30][C:25]=1[CH:20]1[CH2:19][CH2:18][NH:17][CH2:22][CH2:21]1 |f:7.8.9.10.11.12|. Procedure details: A 3-neck round bottomed flask equipped with an addition funnel and condenser and containing zinc dust (2.45 g, 37.4 mmol) was flame dried. After cooling, and purging the system with nitrogen gas, 6 mL of THF was added, followed by 1,2-dibromoethane (0.298 mL, 3.46 mmol). The mixture was warmed to a vigorous reflux using a heat gun and stirred at reflux for ˜30 seconds (gas evolution was observed), then cooled to room temperature. The warming and cooling was repeated two more times. Then chlorotr... Reactants: CC(=O)SC1CC(=O)N1C(O)C(=O)OCc1ccc([N+](=O)[O-])cc1, C1CCOC1, O=S(Cl)Cl, c1ccncc1. Product: CC(=O)SC1CC(=O)N1C(Cl)C(=O)OCc1ccc([N+](=O)[O-])cc1. Reaction SMILES: [C:1]([CH3:2])(=[O:3])[S:4][CH:5]1[CH2:6][C:7](=[O:24])[N:8]1[CH:9]([C:10](=[O:11])[O:12][CH2:13][c:14]1[cH:15][cH:16][c:17]([N+:20](=[O:21])[O-:22])[cH:18][cH:19]1)[OH:23].[O:35]1[CH2:36][CH2:37][CH2:38][CH2:39]1.[S:31]([Cl:32])([Cl:33])=[O:34].[cH:25]1[cH:26][cH:27][n:28][cH:29][cH:30]1>>[C:1]([CH3:2])(=[O:3])[S:4][CH:5]1[CH2:6][C:7](=[O:24])[N:8]1[CH:9]([C:10](=[O:11])[O:12][CH2:13][c:14]1[cH:15][cH:16][c:17]([N+:20](=[O:21])[O-:22])[cH:18][cH:19]1)[Cl:33]. The reactants are CC(=O)Nc1ccc(CCc2coc3cccc(O)c23)cc1, O=C([O-])O, CCCO, Cl, [Na+], [Na+], [OH-]. As a reaction SMILES: [C:1](=[O:2])([CH3:3])[NH:4][c:5]1[cH:6][cH:7][c:8]([CH2:11][CH2:12][c:13]2[cH:14][o:15][c:16]3[c:17]2[c:18]([OH:22])[cH:19][cH:20][cH:21]3)[cH:9][cH:10]1.[C:26](=[O:27])([O-:28])[OH:29].[CH2:31]([OH:32])[CH2:33][CH3:34].[ClH:25].[Na+:24].[Na+:30].[OH-:23]>>[NH2:4][c:5]1[cH:6][cH:7][c:8]([CH2:11][CH2:12][c:13]2[cH:14][o:15][c:16]3[c:17]2[c:18]([OH:22])[cH:19][cH:20][cH:21]3)[cH:9][cH:10]1. Product: Nc1ccc(CCc2coc3cccc(O)c23)cc1.